Task: describe an organic reaction: reactants, conditions, products, and yield. Dataset: the Open Reaction Database (ORD), a public repository of structured organic reaction records Reactants: CS(=O)(=O)c1cccc(Br)c1, CC(=O)[O-], CC(=O)[O-], COC(=O)c1ccc(O)cc1, Cc1ccccc1, [K+], [K+], [K+], O=P([O-])([O-])[O-], [Pd+2], CC(C)(C)P(c1ccccc1-c1ccccc1)C(C)(C)C. Yields the product COC(=O)c1ccc(Oc2cccc(S(C)(=O)=O)c2)cc1. As a reaction SMILES: [Br:1][c:2]1[cH:3][c:4]([S:8](=[O:9])(=[O:10])[CH3:11])[cH:5][cH:6][cH:7]1.[C:59]([O-:60])(=[O:61])[CH3:62].[C:64]([O-:65])(=[O:66])[CH3:67].[CH3:12][O:13][C:14]([c:15]1[cH:16][cH:17][c:18]([OH:21])[cH:19][cH:20]1)=[O:22].[CH3:52][c:53]1[cH:54][cH:55][cH:56][cH:57][cH:58]1.[K+:49].[K+:50].[K+:51].[P:44]([O-:45])([O-:46])([O-:47])=[O:48].[Pd+2:63].[c:23]1(-[c:24]2[cH:25][cH:26][cH:27][cH:28][cH:29]2)[cH:30][cH:31][cH:32][cH:33][c:34]1[P:35]([C:36]([CH3:37])([CH3:38])[CH3:39])[C:40]([CH3:41])([CH3:42])[CH3:43]>>[c:2]1([O:21][c:18]2[cH:17][cH:16][c:15]([C:14]([O:13][CH3:12])=[O:22])[cH:20][cH:19]2)[cH:3][c:4]([S:8](=[O:9])(=[O:10])[CH3:11])[cH:5][cH:6][cH:7]1. Starting materials: [Br-].COC1=CC=C(C=C1)C(=O)C[N+]1=CC=C(C=C1)C=1SCC(NN1)=O (1-[(4-Methoxyphenyl)carbonylmethyl]-4-(4H,6H-1,3,4-thiadiazin-5-one-2-yl)pyridinium bromide), [BH4-].[Na+] (sodium borohydride). Run in CO.O (methanol water). Conditions: time 8 hour. The product is OC(CN1CC=C(CC1)C=1SCC(NN1)=O)C1=CC=C(C=C1)OC (2-[1-[2-Hydroxy-2-(4-methoxyphenyl)ethyl]-1,2,5,6-tetrahydropyrid-4-yl]-4H,6H-1,3,4-thiadiazin-5-one). The yield is 77.3%. RXN SMILES: [Br-].[CH3:2][O:3][C:4]1[CH:9]=[CH:8][C:7]([C:10]([CH2:12][N+:13]2[CH:18]=[CH:17][C:16]([C:19]3[S:20][CH2:21][C:22](=[O:25])[NH:23][N:24]=3)=[CH:15][CH:14]=2)=[O:11])=[CH:6][CH:5]=1.[BH4-].[Na+]>CO.O>[OH:11][CH:10]([C:7]1[CH:6]=[CH:5][C:4]([O:3][CH3:2])=[CH:9][CH:8]=1)[CH2:12][N:13]1[CH2:18][CH2:17][C:16]([C:19]2[S:20][CH2:21][C:22](=[O:25])[NH:23][N:24]=2)=[CH:15][CH2:14]1 |f:0.1,2.3,4.5|. Procedure: 1-[(4-Methoxyphenyl)carbonylmethyl]-4-(4H,6H-1,3,4-thiadiazin-5-one-2-yl)pyridinium bromide (3.84 g, 9.09 mmol) was dissolved in methanol-water (1:1 v/v %) (50 ml), gradually added with sodium borohydride (3.43 g, 90.9 mmol) under ice cooling and then stirred at room temperature overnight. The solvent was removed under reduced pressure. The residue was added withdichloromethane, then washed with water and dried over anhydrous magnesium sulfate. The solvent was removed to obtain the titled compou... Reactants: N#CCNC(=O)C1CC(S(=O)(=O)c2ccccc2)CN1, CCN(C(C)C)C(C)C, ClCCl, Cl, O=S(=O)(OS(=O)(=O)C(F)(F)F)C(F)(F)F, OC(c1ccccc1)C(F)(F)F. Product: N#CCNC(=O)C1CC(S(=O)(=O)c2ccccc2)CN1C(c1ccccc1)C(F)(F)F. RXN SMILES: [C:38](#[N:39])[CH2:40][NH:41][C:42](=[O:43])[CH:44]1[NH:45][CH2:46][CH:47]([S:49](=[O:50])(=[O:51])[c:52]2[cH:53][cH:54][cH:55][cH:56][cH:57]2)[CH2:48]1.[CH:13]([N:14]([CH:15]([CH3:16])[CH3:17])[CH2:18][CH3:19])([CH3:20])[CH3:21].[Cl:58][CH2:59][Cl:60].[ClH:37].[F:22][C:23]([S:24]([O:25][S:26]([C:27]([F:28])([F:29])[F:30])(=[O:31])=[O:32])(=[O:33])=[O:34])([F:35])[F:36].[c:1]1([CH:7]([C:8]([F:9])([F:10])[F:11])[OH:12])[cH:2][cH:3][cH:4][cH:5][cH:6]1>>[c:1]1([CH:7]([C:8]([F:9])([F:10])[F:11])[N:45]2[CH:44]([C:42]([NH:41][CH2:40][C:38]#[N:39])=[O:43])[CH2:48][CH:47]([S:49](=[O:50])(=[O:51])[c:52]3[cH:53][cH:54][cH:55][cH:56][cH:57]3)[CH2:46]2)[cH:2][cH:3][cH:4][cH:5][cH:6]1. The reactants are Cc1ccc(NC(=O)C(C)C)c(-c2ccnc(S(C)(=O)=O)n2)c1, CCO, Cl, [K], O, S. Product: Cc1ccc(NC(=O)C(C)C)c(-c2ccnc(S)n2)c1. As a reaction SMILES: [CH3:1][CH:2]([C:3](=[O:4])[NH:5][c:6]1[c:7](-[c:13]2[n:14][c:15]([S:19]([CH3:20])(=[O:21])=[O:22])[n:16][cH:17][cH:18]2)[cH:8][c:9]([CH3:12])[cH:10][cH:11]1)[CH3:23].[CH3:28][CH2:29][OH:30].[ClH:27].[K:25].[OH2:26].[SH2:24]>>[CH3:1][CH:2]([C:3](=[O:4])[NH:5][c:6]1[c:7](-[c:13]2[n:14][c:15]([SH:19])[n:16][cH:17][cH:18]2)[cH:8][c:9]([CH3:12])[cH:10][cH:11]1)[CH3:23]. Starting materials: C1=CC=C(C=C1)P(C2=CC=CC=C2)C3=CC=CC=C3 (PPh3), C[Al](C)C (AlMe3), NC=1C2=C(N=NN1)N(C(=N2)Br)[C@H]2[C@H](O)[C@H](O)[C@H](O2)CO (4-amino-6-bromo-7-(β-D-ribofuranosyl)imidazo[4,5-d]-v-triazine). Reagents/catalysts: Cl[Pd]Cl (PdCl2). The solvent is C[Si](N[Si](C)(C)C)(C)C (hexamethyldisilazane), C1CCOC1 (THF). Product: NC=1C2=C(N=NN1)N(C(=N2)C)[C@H]2[C@H](O)[C@H](O)[C@H](O2)CO (4-amino-6-methyl-7-(β-D-ribofuranosyl)imidazo[4,5-d]-v-triazine). Isolated yield 310.0%. As a reaction SMILES: [NH2:1][C:2]1[C:3]2[N:10]=[C:9](Br)[N:8]([C@@H:12]3[O:18][C@H:17]([CH2:19][OH:20])[C@@H:15]([OH:16])[C@H:13]3[OH:14])[C:4]=2[N:5]=[N:6][N:7]=1.[CH:21]1C=CC(P(C2C=CC=CC=2)C2C=CC=CC=2)=CC=1.C[Al](C)C>C[Si](C)(C)N[Si](C)(C)C.C1COCC1.Cl[Pd]Cl>[NH2:1][C:2]1[C:3]2[N:10]=[C:9]([CH3:21])[N:8]([C@@H:12]3[O:18][C@H:17]([CH2:19][OH:20])[C@@H:15]([OH:16])[C@H:13]3[OH:14])[C:4]=2[N:5]=[N:6][N:7]=1. Procedure details: The compound from Step A (112 mg, 0.3 mmol) was heated at reflux in hexamethyldisilazane (15 mL) for 16 hours. The mixture was evaporated to dryness to give a syrup which was dissolved in dry THF (12 mL). PPh3 (10 mg; 0.04 mmol), PdCl2 (3.5 mg; 0.02 mmol) and AlMe3 (100 μl; 0.94 mmol) were added. The mixture was reflux for 5 hours. The mixture was evaporated to dryness. The crude product was dissolved in methanol (30 mL) in the presence of ammonium chloride. The mixture was evaporated to dryness...